This data is from the Open Reaction Database (ORD), a public repository of structured organic reaction records. The task is: describe an organic reaction: reactants, conditions, products, and yield Starting materials: N#Cc1cc(Br)cc(C=O)c1, CCS(=O)(=O)N1CCC(c2c[nH]c3c(C(N)=O)cc(B4OC(C)(C)C(C)(C)O4)cc23)CC1, [K+], [K+], O=C([O-])[O-], C1COCCO1. Product: CCS(=O)(=O)N1CCC(c2c[nH]c3c(C(N)=O)cc(-c4cc(C#N)cc(C=O)c4)cc23)CC1. Reaction SMILES: [Br:33][c:34]1[cH:35][c:36]([C:37]#[N:38])[cH:39][c:40]([CH:42]=[O:43])[cH:41]1.[CH2:1]([CH3:2])[S:3](=[O:4])(=[O:5])[N:6]1[CH2:7][CH2:8][CH:9]([c:12]2[cH:13][nH:14][c:15]3[c:16]([C:30](=[O:31])[NH2:32])[cH:17][c:18]([B:21]4[O:22][C:23]([CH3:24])([CH3:25])[C:26]([CH3:27])([CH3:28])[O:29]4)[cH:19][c:20]23)[CH2:10][CH2:11]1.[K+:44].[K+:45].[O-:46][C:47]([O-:48])=[O:49].[O:50]1[CH2:51][CH2:52][O:53][CH2:54][CH2:55]1>>[CH2:1]([CH3:2])[S:3](=[O:4])(=[O:5])[N:6]1[CH2:7][CH2:8][CH:9]([c:12]2[cH:13][nH:14][c:15]3[c:16]([C:30](=[O:31])[NH2:32])[cH:17][c:18](-[c:34]4[cH:35][c:36]([C:37]#[N:38])[cH:39][c:40]([CH:42]=[O:43])[cH:41]4)[cH:19][c:20]23)[CH2:10][CH2:11]1. Reactants: C(C1=CC=CC=C1)N(CC(C1=CC=C(C=C1)C1=CC=CC2=CC=CC=C12)C1CCCCC1)C(C(=O)OCC)=O (Ethyl (benzyl(2-cyclohexyl-2-(4-(1-naphthyl)phenyl)ethyl)-amino)(oxo)acetate), [OH-].[Na+] (NaOH), Cl (HCl). The solvent is C(C)O (ethanol). Run at time 2 hour. The product is C(C1=CC=CC=C1)N(CC(C1=CC=C(C=C1)C1=CC=CC2=CC=CC=C12)C1CCCCC1)C(C(=O)O)=O ((benzyl(2-cyclohexyl-2-(4-(1-naphthyl)phenyl)ethyl)amino)-(oxo)acetic Acid). As a reaction SMILES: [CH2:1]([N:8]([C:33](=[O:39])[C:34]([O:36]CC)=[O:35])[CH2:9][CH:10]([CH:27]1[CH2:32][CH2:31][CH2:30][CH2:29][CH2:28]1)[C:11]1[CH:16]=[CH:15][C:14]([C:17]2[C:26]3[C:21](=[CH:22][CH:23]=[CH:24][CH:25]=3)[CH:20]=[CH:19][CH:18]=2)=[CH:13][CH:12]=1)[C:2]1[CH:7]=[CH:6][CH:5]=[CH:4][CH:3]=1.[OH-].[Na+].Cl>C(O)C>[CH2:1]([N:8]([C:33](=[O:39])[C:34]([OH:36])=[O:35])[CH2:9][CH:10]([CH:27]1[CH2:32][CH2:31][CH2:30][CH2:29][CH2:28]1)[C:11]1[CH:12]=[CH:13][C:14]([C:17]2[C:26]3[C:21](=[CH:22][CH:23]=[CH:24][CH:25]=3)[CH:20]=[CH:19][CH:18]=2)=[CH:15][CH:16]=1)[C:2]1[CH:3]=[CH:4][CH:5]=[CH:6][CH:7]=1 |f:1.2|. Procedure: A solution of Example 16C (50.0 mg, 0.096 mmol) in ethanol (2 mL) at room temperature was treated with 2M NaOH (0.2 mL), stirred for 2 hours, adjusted to pH 1 with 1M HCl, and extracted with ethyl acetate. The extract was dried (Na2SO4), filtered, and concentrated to provide the desired product. MS (ESI(+)) m/z 492 (M+H)+; 1H NMR (300 MHz, DMSO-d6) δ8.04-7.83 (m, 2H), 7.67-7.00 (m, 14H), 4.54-4.33 (m, 1H), 3.93-3.62 (m, 1H), 3.00-2.70 (m, 1H), 1.83-0.67 (m, 11H). Reactants: CS(C)(=N)=O, COCCOC, O=C(Cl)c1cc(Oc2ccc(C(F)(F)F)cc2Cl)ccc1[N+](=O)[O-], [K]. Product: CS(C)(=O)=NC(=O)c1cc(Oc2ccc(C(F)(F)F)cc2Cl)ccc1[N+](=O)[O-]. As a reaction SMILES: [CH3:26][S:27](=[O:28])(=[NH:29])[CH3:30].[CH3:31][O:32][CH2:33][CH2:34][O:35][CH3:36].[Cl:1][c:2]1[c:3]([O:4][c:5]2[cH:6][cH:7][c:8]([N+:14](=[O:15])[O-:16])[c:9]([C:10](=[O:11])[Cl:12])[cH:13]2)[cH:17][cH:18][c:19]([C:21]([F:22])([F:23])[F:24])[cH:20]1.[K:25]>>[Cl:1][c:2]1[c:3]([O:4][c:5]2[cH:6][cH:7][c:8]([N+:14](=[O:15])[O-:16])[c:9]([C:10](=[O:11])[N:29]=[S:27]([CH3:26])(=[O:28])[CH3:30])[cH:13]2)[cH:17][cH:18][c:19]([C:21]([F:22])([F:23])[F:24])[cH:20]1. Reactants: NCC1=NC=C(C(=C1)O)OC (2-aminomethyl-5-methoxy-pyridin-4-ol), COC=C1C(NC(C2=CC=C(C=C12)N1C=CC=C1)=O)=O (4-methoxymethylene-6-pyrrol-1-yl-4H-isoquinoline-1,3-dione), CN(C=O)C (N,N-dimethylformamide). Conditions: time 1 hour. The product is OC=1C=C(CNC=C2C(NC(C3=CC=C(C=C23)N2C=CC=C2)=O)=O)C=CC1OC (4-[(3-Hydroxy-4-methoxy-benzylamino)-methylene]-6-pyrrol-1-yl-4H-isoquinoline-1,3-dione). As a reaction SMILES: [NH2:1][CH2:2][C:3]1[CH:8]=[C:7]([OH:9])[C:6]([O:10][CH3:11])=[CH:5]N=1.CO[CH:14]=[C:15]1[C:24]2[C:19](=[CH:20][CH:21]=[C:22]([N:25]3[CH:29]=[CH:28][CH:27]=[CH:26]3)[CH:23]=2)[C:18](=[O:30])[NH:17][C:16]1=[O:31].[CH3:32]N(C)C=O>>[OH:9][C:7]1[CH:8]=[C:3]([CH:32]=[CH:5][C:6]=1[O:10][CH3:11])[CH2:2][NH:1][CH:14]=[C:15]1[C:24]2[C:19](=[CH:20][CH:21]=[C:22]([N:25]3[CH:29]=[CH:28][CH:27]=[CH:26]3)[CH:23]=2)[C:18](=[O:30])[NH:17][C:16]1=[O:31]. Procedure: A mixture of 2-aminomethyl-5-methoxy-pyridin-4-ol (123 mg, 0.80 mmole), 4 mL of N,N-dimethylformamide and 4-methoxymethylene-6-pyrrol-1-yl-4H-isoquinoline-1,3-dione (215 mg, 0.80 mmole) is added and the reaction mixture stirred for one hour. The reaction mixture is evaporated to dryness and treated with acetonitrile, the solid filtered and dried to give a white solid, 199 mg, (65%), mp 199-209° C. dec; MS (ES+): m/z 391.1 (M+H). The reactants are C(C)(=O)Cl (acetyl chloride), C1=CSC(=C1)C(C(=O)O)N (DL-α-amino-2-thiopheneacetic acid). Solvent: CO (MeOH). Reaction conditions: time 10 minute. Yields the product NC(C(=O)OC)C=1SC=CC1 (methyl 2-amino-2-(2-thienyl)acetate). The yield is 111.8%. Reaction SMILES: [C:1](Cl)(=O)C.[CH:5]1[CH:9]=[C:8]([CH:10]([NH2:14])[C:11]([OH:13])=[O:12])[S:7][CH:6]=1>CO>[NH2:14][CH:10]([C:8]1[S:7][CH:6]=[CH:5][CH:9]=1)[C:11]([O:13][CH3:1])=[O:12]. Reported procedure: To dry MeOH (1000 mL) stirring at room temperature was added acetyl chloride (40.3 g, 513 mmol) over a 5 minute period. A mild exothermic reaction resulted. The mixture was stirred for 10 minutes and DL-α-amino-2-thiopheneacetic acid (40.5 g, 257 mmol) was added. The brown mixture was heated to reflux and stirred overnight. After cooling to room temperature, the mixture was concentrated to a volume of 400 mL and poured into Et2O (1500 mL). The precipitated white solid was collected and dried in ... Starting materials: CCNC(=O)c1ccccc1I, CC(C)(C)[O-], [Cl-], [K+], [NH4+], [OH-], c1ccncc1. Product: CCNC(=O)c1ccccc1OC(C)(C)C. RXN SMILES: [CH2:8]([CH3:9])[NH:10][C:11]([c:12]1[c:13]([I:18])[cH:14][cH:15][cH:16][cH:17]1)=[O:19].[CH3:1][C:2]([CH3:3])([O-:4])[CH3:5].[Cl-:7].[K+:6].[NH4+:26].[OH-:27].[cH:20]1[cH:21][cH:22][n:23][cH:24][cH:25]1>>[CH3:1][C:2]([CH3:3])([O:4][c:13]1[c:12]([C:11]([NH:10][CH2:8][CH3:9])=[O:19])[cH:17][cH:16][cH:15][cH:14]1)[CH3:5]. The reactants are Cl, [Na+], [Na+], CN(C)C=O, [OH-], O, Cn1nc(C(F)(F)F)cc1O, Cc1ccc(S(=O)[O-])cc1. The product is Cc1ccc(S(=O)(=O)Cc2c(C(F)(F)F)nn(C)c2O)cc1. RXN SMILES: [ClH:25].[Na+:13].[Na+:24].[O:26]=[CH:27][N:28]([CH3:29])[CH3:30].[OH-:12].[OH2:31].[OH:1][c:2]1[cH:3][c:4]([C:8]([F:9])([F:10])[F:11])[n:5][n:6]1[CH3:7].[c:14]1([CH3:23])[cH:15][cH:16][c:17]([S:20](=[O:21])[O-:22])[cH:18][cH:19]1>>[OH:1][c:2]1[c:3]([CH2:27][S:20]([c:17]2[cH:16][cH:15][c:14]([CH3:23])[cH:19][cH:18]2)(=[O:21])=[O:22])[c:4]([C:8]([F:9])([F:10])[F:11])[n:5][n:6]1[CH3:7].